This data is from the Open Reaction Database (ORD), a public repository of structured organic reaction records. The task is: describe an organic reaction: reactants, conditions, products, and yield Reactants: Mg(OH)2, C(C1=CC=CC=C1)OCC1=CC(=C(C=C1)F)Br (3-bromo-4-fluoro-benzyl benzyl ether), C1(=CC=CC=C1)[O-].[Na+] (sodium phenolate), 4, MgCO3, O (H2O), C1=NC=CC2=CC=CC=C12 (isoquinoline). The reagents and catalysts are [Cu-]=O (copper(I) oxide). Run in C1CCCCC1 (cyclohexane). Product: C(C1=CC=CC=C1)OCC1=CC(=C(C=C1)F)OC1=CC=CC=C1 (4-Fluoro-3-phenoxy-benzyl benzyl ether). The yield is 75.0%. Reaction SMILES: [CH2:1]([O:8][CH2:9][C:10]1[CH:15]=[CH:14][C:13]([F:16])=[C:12](Br)[CH:11]=1)[C:2]1[CH:7]=[CH:6][CH:5]=[CH:4][CH:3]=1.[C:18]1([O-:24])[CH:23]=[CH:22][CH:21]=[CH:20][CH:19]=1.[Na+].O.C1C2C(=CC=CC=2)C=CN=1>C1CCCCC1.[Cu-]=O>[CH2:1]([O:8][CH2:9][C:10]1[CH:15]=[CH:14][C:13]([F:16])=[C:12]([O:24][C:18]2[CH:23]=[CH:22][CH:21]=[CH:20][CH:19]=2)[CH:11]=1)[C:2]1[CH:7]=[CH:6][CH:5]=[CH:4][CH:3]=1 |f:1.2|. Procedure details: A mixture of 1 mol of 3-bromo-4-fluoro-benzyl benzyl ether, 1.1 mol of sodium phenolate, 0.12 mol of copper(I) oxide, 80 g of 4 MgCO3.Mg(OH)2.4 H2O and 1,500 ml of isoquinoline was heated to 160° C. for 12 hours. The reaction mixture was then cooled, diluted with cyclohexane and filtered. The filtrate was washed with dilute hydrochloric acid and water, dried over sodium sulphate and filtered and the filtrate was distilled. 4-Fluoro-3-phenoxy-benzyl benzyl ether was obtained in the form of a yell... Starting materials: solution, O1CCCC1.C[Mg]Br (methylmagnesium bromide tetrahydrofuran), C(=O)C=1N=C(N(C1C(=O)OCC)CC1=CC=C(C=C1)C1=C(C=CC=C1)C1=NN=NN1C(C1=CC=CC=C1)(C1=CC=CC=C1)C1=CC=CC=C1)CCC (ethyl 4-formyl-2-propyl-1-{4-[2-(trityltetrazol-5-yl)phenyl]phenyl}methylimidazole-5-carboxylate), C(C)(=O)OCC (ethyl acetate), [Cl-].[NH4+] (ammonium chloride). Run in O1CCCC1 (tetrahydrofuran). Conditions: time 3 hour. Product: OC(C)C=1N=C(N(C1C(=O)OCC)CC1=CC=C(C=C1)C1=C(C=CC=C1)C1=NN=NN1C(C1=CC=CC=C1)(C1=CC=CC=C1)C1=CC=CC=C1)CCC (Ethyl 4-(1-hydroxyethyl)-2-propyl-1-{4-[2-(trityltetrazol-5-yl)phenyl]phenyl}methylimidazole-5-carboxylate). As a reaction SMILES: O1CCC[CH2:2]1.C[Mg]Br.[CH:9]([C:11]1[N:12]=[C:13]([CH2:58][CH2:59][CH3:60])[N:14]([CH2:21][C:22]2[CH:27]=[CH:26][C:25]([C:28]3[CH:33]=[CH:32][CH:31]=[CH:30][C:29]=3[C:34]3[N:38]([C:39]([C:52]4[CH:57]=[CH:56][CH:55]=[CH:54][CH:53]=4)([C:46]4[CH:51]=[CH:50][CH:49]=[CH:48][CH:47]=4)[C:40]4[CH:45]=[CH:44][CH:43]=[CH:42][CH:41]=4)[N:37]=[N:36][N:35]=3)=[CH:24][CH:23]=2)[C:15]=1[C:16]([O:18][CH2:19][CH3:20])=[O:17])=[O:10].C(OCC)(=O)C.[Cl-].[NH4+]>O1CCCC1>[OH:10][CH:9]([C:11]1[N:12]=[C:13]([CH2:58][CH2:59][CH3:60])[N:14]([CH2:21][C:22]2[CH:23]=[CH:24][C:25]([C:28]3[CH:33]=[CH:32][CH:31]=[CH:30][C:29]=3[C:34]3[N:38]([C:39]([C:46]4[CH:47]=[CH:48][CH:49]=[CH:50][CH:51]=4)([C:40]4[CH:41]=[CH:42][CH:43]=[CH:44][CH:45]=4)[C:52]4[CH:57]=[CH:56][CH:55]=[CH:54][CH:53]=4)[N:37]=[N:36][N:35]=3)=[CH:26][CH:27]=2)[C:15]=1[C:16]([O:18][CH2:19][CH3:20])=[O:17])[CH3:2] |f:0.1,4.5|. Procedure details: 4.0 ml of a 1M solution of methylmagnesium bromide tetrahydrofuran were added dropwise at -10° C. to a solution of 1.2 g of ethyl 4-formyl-2-propyl-1-{4-[2-(trityltetrazol-5-yl)phenyl]phenyl}methylimidazole-5-carboxylate [prepared as described in step (a) above] in 5 ml of tetrahydrofuran, and the resulting mixture was stirred at a temperature between -10° C. and 0° C. for 3 hours. At the end of this time, the reaction mixture was mixed with ethyl acetate and with an aqueous solution of ammonium... Reactants: CC(=O)Nc1cccc(-c2cc(C(F)(F)F)cc3ncn(-c4ccccc4)c23)c1, [H-], CI, [Na+], C1CCOC1. Product: CC(=O)N(C)c1cccc(-c2cc(C(F)(F)F)cc3ncn(-c4ccccc4)c23)c1. Reaction SMILES: [C:1]([CH3:2])(=[O:3])[NH:4][c:5]1[cH:6][c:7](-[c:11]2[cH:12][c:13]([C:26]([F:27])([F:28])[F:29])[cH:14][c:15]3[c:16]2[n:17](-[c:20]2[cH:21][cH:22][cH:23][cH:24][cH:25]2)[cH:18][n:19]3)[cH:8][cH:9][cH:10]1.[H-:30].[I:32][CH3:33].[Na+:31].[O:34]1[CH2:35][CH2:36][CH2:37][CH2:38]1>>[C:1]([CH3:2])(=[O:3])[N:4]([c:5]1[cH:6][c:7](-[c:11]2[cH:12][c:13]([C:26]([F:27])([F:28])[F:29])[cH:14][c:15]3[c:16]2[n:17](-[c:20]2[cH:21][cH:22][cH:23][cH:24][cH:25]2)[cH:18][n:19]3)[cH:8][cH:9][cH:10]1)[CH3:33]. Reactants: FC1=C(C=CC(=C1)F)C(C(F)(F)C1=CC=C(C=N1)OC1=CC=C(C#N)C=C1)(CN1N=NN=C1)O (4-(6-(2-(2,4-Difluorophenyl)-1,1-difluoro-2-hydroxy-3-(1H-tetrazol-1-yl)propyl)pyridin-3-yloxy)benzonitrile), FC1=CC=C(C=C1)B(O)O ((4-fluorophenyl)boronic acid). Yields the product FC1=C(C=CC(=C1)F)C(C(C1=NC=C(C=C1)OC1=CC=C(C=C1)F)(F)F)(CN1N=NN=C1)O (2-(2,4-Difluorophenyl)-1,1-difluoro-1-(5-(4-fluorophenoxy)pyridin-2-yl)-3-(1H-tetrazol-1-yl)propan-2-ol). The yield is 42.4%. Reaction SMILES: [F:1][C:2]1[CH:7]=[C:6]([F:8])[CH:5]=[CH:4][C:3]=1[C:9]([OH:34])([CH2:28][N:29]1[CH:33]=[N:32][N:31]=[N:30]1)[C:10]([C:13]1[N:18]=[CH:17][C:16]([O:19][C:20]2[CH:27]=[CH:26][C:23](C#N)=[CH:22][CH:21]=2)=[CH:15][CH:14]=1)([F:12])[F:11].[F:35]C1C=CC(B(O)O)=CC=1>>[F:1][C:2]1[CH:7]=[C:6]([F:8])[CH:5]=[CH:4][C:3]=1[C:9]([OH:34])([CH2:28][N:29]1[CH:33]=[N:32][N:31]=[N:30]1)[C:10]([F:11])([F:12])[C:13]1[CH:14]=[CH:15][C:16]([O:19][C:20]2[CH:21]=[CH:22][C:23]([F:35])=[CH:26][CH:27]=2)=[CH:17][N:18]=1. Reported procedure: Compound 6 was prepared in a similar manner to compound 5 from (4-fluorophenyl)boronic acid to afford a solid 6 (0.1 g, 0.22 mmol, 42.4%). 1H NMR (500 MHz, CDCl3): δ 8.73 (s, 1H), 8.20 (d, J=2.5 Hz, 1H), 7.53 (d, J=9.0 Hz, 1H), 7.43-7.38 (m, 2H), 7.27 (d, J=2.5 Hz, 1H), 7.26-7.03 (m, 4H), 6.79-6.70 (m, 2H), 5.49 (d, J=14.5 Hz, 1H), 5.15 (d, J=14.5 Hz, 1H). MS (ESI): m/z 494.1 [M++1]. HPLC: 99.43%. Starting materials: C1CCOC1, COc1ccc(-c2nnc(C(=O)N3CC(Oc4ccc(C=O)c(C)c4)C3)o2)cc1, CC1(CO)CCNC1, ClCCl, Cl, [Na+], O=C([O-])O. Product: COc1ccc(-c2nnc(C(=O)N3CC(Oc4ccc(CN5CCC(C)(CO)C5)c(C)c4)C3)o2)cc1. As a reaction SMILES: [CH2:10]1[O:11][CH2:12][CH2:13][CH2:14]1.[CH3:15][O:16][c:17]1[cH:18][cH:19][c:20](-[c:23]2[n:24][n:25][c:26]([C:28](=[O:29])[N:30]3[CH2:31][CH:32]([O:34][c:35]4[cH:36][c:37]([CH3:43])[c:38]([CH:39]=[O:40])[cH:41][cH:42]4)[CH2:33]3)[o:27]2)[cH:21][cH:22]1.[CH3:2][C:3]1([CH2:8][OH:9])[CH2:4][NH:5][CH2:6][CH2:7]1.[Cl:49][CH2:50][Cl:51].[ClH:1].[Na+:48].[O-:44][C:45]([OH:46])=[O:47]>>[CH3:2][C:3]1([CH2:8][OH:9])[CH2:4][N:5]([CH2:39][c:38]2[c:37]([CH3:43])[cH:36][c:35]([O:34][CH:32]3[CH2:31][N:30]([C:28]([c:26]4[n:25][n:24][c:23](-[c:20]5[cH:19][cH:18][c:17]([O:16][CH3:15])[cH:22][cH:21]5)[o:27]4)=[O:29])[CH2:33]3)[cH:42][cH:41]2)[CH2:6][CH2:7]1. Reactants: Cl (hydrochloric acid), COC(CN1C(=C(C2=CC(=CC=C12)F)CC1=C(SC=C1)S(=O)(=O)C1=CC=CC=C1)C)=O ([5-fluoro-3-(2-benzenesulfonylthiophen-3-ylmethyl)-2-methylindol-1-yl]acetic acid methyl ester), O1CCCC1 (tetrahydrofuran), [OH-].[Na+] (sodium hydroxide). Run in CO (methanol). Run at time 1 hour. The product is FC=1C=C2C(=C(N(C2=CC1)CC(=O)O)C)CC1=C(SC=C1)S(=O)(=O)C1=CC=CC=C1 ([5-fluoro-3-(2-benzenesulfonylthiophen-3-ylmethyl)-2-methylindol-1-yl]acetic acid). Yield: 91.7%. As a reaction SMILES: C[O:2][C:3](=[O:31])[CH2:4][N:5]1[C:13]2[C:8](=[CH:9][C:10]([F:14])=[CH:11][CH:12]=2)[C:7]([CH2:15][C:16]2[CH:20]=[CH:19][S:18][C:17]=2[S:21]([C:24]2[CH:29]=[CH:28][CH:27]=[CH:26][CH:25]=2)(=[O:23])=[O:22])=[C:6]1[CH3:30].O1CCCC1.[OH-].[Na+].Cl>CO>[F:14][C:10]1[CH:9]=[C:8]2[C:13](=[CH:12][CH:11]=1)[N:5]([CH2:4][C:3]([OH:31])=[O:2])[C:6]([CH3:30])=[C:7]2[CH2:15][C:16]1[CH:20]=[CH:19][S:18][C:17]=1[S:21]([C:24]1[CH:25]=[CH:26][CH:27]=[CH:28][CH:29]=1)(=[O:23])=[O:22] |f:2.3|. Reported procedure: A mixture of [5-fluoro-3-(2-benzenesulfonylthiophen-3-ylmethyl)-2-methylindol-1-yl]acetic acid methyl ester (0.18 g), tetrahydrofuran (4.0 mL) and methanol (2.0 mL) was treated with 1.0 M aqueous sodium hydroxide solution (2.0 mL), and the resulting mixture was stirred at room temperature for 1 hour. The mixture was acidified by the addition of 1.0 M aqueous hydrochloric acid solution and concentrated to low bulk under reduced pressure. The resulting precipitate was collected by filtration, wash... The reactants are [N-]=[N+]=[N-].[Na+] (sodium azide), CN(C=O)C (dimethylformamide), C(C(=O)Cl)(=O)Cl (oxalyl chloride), C1=C(C=CC2=CC=CC=C12)CC(=O)O (2-naphthylacetic acid), ice water. Run in O (water), C(Cl)Cl (methylene chloride), CCCCCC (hexane), CCOCC (ether). Run at time 30 minute. Yields the product C1=C(C=CC2=CC=CC=C12)CN=C=O (2-Naphthylmethylisocyanate). Reaction SMILES: [CH3:1][N:2](C)[CH:3]=[O:4].C(Cl)(=O)C(Cl)=O.[CH:12]1[C:21]2[C:16](=[CH:17][CH:18]=[CH:19][CH:20]=2)[CH:15]=[CH:14][C:13]=1CC(O)=O.[N-]=[N+]=[N-].[Na+]>C(Cl)Cl.O.CCCCCC.CCOCC>[CH:20]1[C:21]2[C:16](=[CH:15][CH:14]=[CH:13][CH:12]=2)[CH:17]=[CH:18][C:19]=1[CH2:1][N:2]=[C:3]=[O:4] |f:3.4|. Procedure: A drop of dimethylformamide and oxalyl chloride (1 ml) were added to a solution of 2-naphthylacetic acid (840 mg, 4.5 mmol) in methylene chloride (15 ml) at room temperature. This mixture was stirred at room temperature for 30 minutes. The solvent was removed and the residue was dissolved in acetone (15 ml) and cooled to 0° C. A solution of sodium azide (700 mg, 11 mmol) in water (10 ml) was added. The reaction mixture was stirred for 30 minutes at 5° C. and was then poured into a mixture of ice...